From a dataset of the Open Reaction Database (ORD), a public repository of structured organic reaction records. describe an organic reaction: reactants, conditions, products, and yield Reactants: O=C1CCC(=O)N1Cl, N#Cc1c(N)ccc2c1C(O)CC2, C1CCOC1. Yields the product N#Cc1c(N)c(Cl)cc2c1C(O)CC2. Reaction SMILES: [Cl:14][N:15]1[C:16](=[O:17])[CH2:18][CH2:19][C:20]1=[O:21].[NH2:1][c:2]1[cH:3][cH:4][c:5]2[c:9]([c:10]1[C:11]#[N:12])[CH:8]([OH:13])[CH2:7][CH2:6]2.[O:22]1[CH2:23][CH2:24][CH2:25][CH2:26]1>>[NH2:1][c:2]1[c:3]([Cl:14])[cH:4][c:5]2[c:9]([c:10]1[C:11]#[N:12])[CH:8]([OH:13])[CH2:7][CH2:6]2. The product is COCCCC1(C)OCCO1. Starting materials: CC1(CCCCl)OCCO1, CO, C[O-], [Na+], [Na]. As a reaction SMILES: [CH2:5]1[CH2:6][O:7][C:8]([CH3:9])([CH2:10][CH2:11][CH2:12][Cl:13])[O:14]1.[CH3:15][OH:16].[CH3:1][O-:2].[Na+:3].[Na:4]>>[CH3:1][O:2][CH2:12][CH2:11][CH2:10][C:8]1([CH3:9])[O:7][CH2:6][CH2:5][O:14]1. RXN SMILES: C([O:3][C:4]([C:6]1([C:13]([O:15]CC)=[O:14])[CH2:9][CH:8]([CH2:10][CH2:11][CH3:12])[CH2:7]1)=[O:5])C.[OH-].[Na+].O.Cl>C1C=CC=CC=1>[CH2:10]([CH:8]1[CH2:9][C:6]([C:13]([OH:15])=[O:14])([C:4]([OH:5])=[O:3])[CH2:7]1)[CH2:11][CH3:12] |f:1.2|. Product: C(CC)C1CC(C1)(C(=O)O)C(=O)O (3-n-Propylcyclobutane-1,1-dicarboxylic acid). Reactants: C(C)OC(=O)C1(CC(C1)CCC)C(=O)OCC (3-n-Propylcyclobutane-1,1-dicarboxylic acid diethyl ester), [OH-].[Na+] (sodium hydroxide), O (water), Cl (hydrochloric acid). Run in C1=CC=CC=C1 (benzene). Procedure: A solution of 3-n-propylcyclobutane-1,1-dicarboxylic acid diethyl ester (100 g., 0.413 mol, prepared as described in Reference Example 2) in benzene (200 ml.) was treated with sodium hydroxide (320 g., 8.00 mol) in water (400 mol.) for 20 hours at room temperature. The reaction mixture was acidified with 6 N hydrochloric acid and extracted with diethyl ether (3×400 ml.). After concentration of the extracts under reduced pressure, the resulting crude solid was recrystallized from chloroform to gi... The reactants are C(C=C)OC(=O)N1C[C@H](C[C@H]1CC1=CN2C(S1)=CN=C2)SC=2[C@@H]([C@H]1N(C2C(=O)OCC=C)C([C@@H]1[C@@H](C)O)=O)C (allyl(1R,5S,6S)-2-[(3S,5S)-1-allyloxycarbonyl-5-(imidazo[5,1-b]thiazol-2-yl)methylpyrrolidin-3-yl]thio-6-((1R)-1-hydroxyethyl)-1-methylcarbapen-2-em-3-carboxylate), CNC1=CC=CC=C1 (N-methylaniline), O (water), C(C)(=O)OCC (ethyl acetate). Reagents/catalysts: C=1C=CC(=CC1)[P](C=2C=CC=CC2)(C=3C=CC=CC3)[Pd]([P](C=4C=CC=CC4)(C=5C=CC=CC5)C=6C=CC=CC6)([P](C=7C=CC=CC7)(C=8C=CC=CC8)C=9C=CC=CC9)[P](C=1C=CC=CC1)(C=1C=CC=CC1)C=1C=CC=CC1 (Tetrakis(triphenylphosphine)palladium(0)). Solvent: ClCCl (dichloromethane). Run at time 45 minute. Product: O[C@H](C)[C@@H]1[C@@H]2N(C(=C([C@@H]2C)S[C@@H]2CN[C@@H](C2)CC2=CN3C(S2)=CN=C3)C(=O)O)C1=O ((1R,5S,6S)-6-((1R)-1-Hydroxyethyl)-2-[(3S,5S)-5-(imidazo[5,1-b]thiazol-2-yl)methylpyrrolidin-3-yl]thio-1-methylcarbapen-2-em-3-carboxylic acid). Isolated yield 16.2%. Reaction SMILES: C(OC([N:7]1[C@H:11]([CH2:12][C:13]2[S:17][C:16]3=[CH:18][N:19]=[CH:20][N:15]3[CH:14]=2)[CH2:10][C@H:9]([S:21][C:22]2[C@H:23]([CH3:39])[C@@H:24]3[C@@H:34]([C@H:35]([OH:37])[CH3:36])[C:33](=[O:38])[N:25]3[C:26]=2[C:27]([O:29]CC=C)=[O:28])[CH2:8]1)=O)C=C.CNC1C=CC=CC=1.O.C(OCC)(=O)C>ClCCl.C1C=CC([P]([Pd]([P](C2C=CC=CC=2)(C2C=CC=CC=2)C2C=CC=CC=2)([P](C2C=CC=CC=2)(C2C=CC=CC=2)C2C=CC=CC=2)[P](C2C=CC=CC=2)(C2C=CC=CC=2)C2C=CC=CC=2)(C2C=CC=CC=2)C2C=CC=CC=2)=CC=1>[OH:37][C@@H:35]([C@H:34]1[C:33](=[O:38])[N:25]2[C:26]([C:27]([OH:29])=[O:28])=[C:22]([S:21][C@H:9]3[CH2:10][C@@H:11]([CH2:12][C:13]4[S:17][C:16]5=[CH:18][N:19]=[CH:20][N:15]5[CH:14]=4)[NH:7][CH2:8]3)[C@H:23]([CH3:39])[C@H:24]12)[CH3:36] |^1:61,63,82,101|. Procedure: Tetrakis(triphenylphosphine)palladium(0) (16.4 mg) is added to a solution of 81.1 mg of allyl(1R,5S,6S)-2-[(3S,5S)-1-allyloxycarbonyl-5-(imidazo[5,1-b]thiazol-2-yl)methylpyrrolidin-3-yl]thio-6-((1R)-1-hydroxyethyl)-1-methylcarbapen-2-em-3-carboxylate and 0.092 ml of N-methylaniline in 1.0 ml of dry dichloromethane, and the mixture is stirred in an argon atmosphere at room temperature for 45 min. Distilled water (3 ml) and 10 ml of ethyl acetate are added thereto remove insolubles. The aqueous la...